Dataset: the Open Reaction Database (ORD), a public repository of structured organic reaction records. Task: describe an organic reaction: reactants, conditions, products, and yield The reactants are OC=1C=C(C(=O)OC)C=C(C1)C1=NC=C(C=C1)C (methyl 3-hydroxy-5-(5-methylpyridin-2-yl)benzoate), BrC=1SC=CN1 (2-bromothiazole), C([O-])([O-])=O.[K+].[K+] (potassium carbonate), CS(=O)C (dimethyl sulfoxide). Solvent: CCOC(=O)C (EtOAc). Conditions: temperature 135 celsius. Product: CC=1C=CC(=NC1)C=1C=C(C(=O)OC)C=C(C1)OC=1SC=CN1 (Methyl 3-(5-methylpyridin-2-yl)-5-(thiazol-2-yloxy)benzoate). Reaction SMILES: [OH:1][C:2]1[CH:3]=[C:4]([CH:9]=[C:10]([C:12]2[CH:17]=[CH:16][C:15]([CH3:18])=[CH:14][N:13]=2)[CH:11]=1)[C:5]([O:7][CH3:8])=[O:6].Br[C:20]1[S:21][CH:22]=[CH:23][N:24]=1.C(=O)([O-])[O-].[K+].[K+].CS(C)=O>CCOC(C)=O>[CH3:18][C:15]1[CH:16]=[CH:17][C:12]([C:10]2[CH:9]=[C:4]([CH:3]=[C:2]([O:1][C:20]3[S:21][CH:22]=[CH:23][N:24]=3)[CH:11]=2)[C:5]([O:7][CH3:8])=[O:6])=[N:13][CH:14]=1 |f:2.3.4|. Reported procedure: A stirred mixture of methyl 3-hydroxy-5-(5-methylpyridin-2-yl)benzoate (290 mg, 1.2 mmol), 2-bromothiazole (410 mg, 2.5 mmol), potassium carbonate (346 mg, 2.5 mmol), and dimethyl sulfoxide (5 mL) was heated at 135° C. overnight. The reaction mixture was then cooled to room temperature and diluted with EtOAc. The organic phase was washed with aq. NaHCO3 (sat.), dried over anhydrous MgSO4, filtered, and concentrated. The residue was purified by flash chromatography (0-30% EtOAc/hexane) to afford ... Reactants: C1(CCCC1)OC=1C=C(C=CC1OC)C1(CC(C1)=O)C#C (3-(3-cyclopentyloxy-4-methoxyphenyl)-3-ethynylcyclobutan-1-one), [BH4-].[Li+] (lithium borohydride), Cl (Hydrochloric acid), [Cl-].[NH4+] (ammonium chloride). Solvent: O1CCCC1 (tetrahydrofuran), O1CCCC1 (tetrahydrofuran). Reaction conditions: time 0.5 hour. The product is C1(CCCC1)OC=1C=C(C=CC1OC)C1(CC(C1)O)C#C (3-(3-Cyclopentyloxy-4-methoxyphenyl)-3-ethynylcyclobutan-1-ol). Reaction SMILES: [CH:1]1([O:6][C:7]2[CH:8]=[C:9]([C:15]3([C:20]#[CH:21])[CH2:18][C:17](=[O:19])[CH2:16]3)[CH:10]=[CH:11][C:12]=2[O:13][CH3:14])[CH2:5][CH2:4][CH2:3][CH2:2]1.[BH4-].[Li+].[Cl-].[NH4+].Cl>O1CCCC1>[CH:1]1([O:6][C:7]2[CH:8]=[C:9]([C:15]3([C:20]#[CH:21])[CH2:18][CH:17]([OH:19])[CH2:16]3)[CH:10]=[CH:11][C:12]=2[O:13][CH3:14])[CH2:2][CH2:3][CH2:4][CH2:5]1 |f:1.2,3.4|. Procedure: To a solution of 3-(3-cyclopentyloxy-4-methoxyphenyl)-3-ethynylcyclobutan-1-one (0.50 g, 1.76 mmol) (prepared in example 2b) in tetrahydrofuran (10 mL) at −30-40° C. under an argon atmosphere was added over 15 min a slurry of lithium borohydride (0.12 g, 5.28 mmol) in tetrahydrofuran (16 mL). The reaction was stirred 0.5 h and was poured into 0° C. ammonium chloride. 10% Hydrochloric acid was used to adjust to pH 3-4, the mixture was warmed to room temperature and was extracted with three portio... Reactants: Cl (hydrochloric acid), COC1=C(C=CC=C1)C1=NN(C2=NC=C(C=C21)B2OC(C(O2)(C)C)(C)C)COCC[Si](C)(C)C (3-(2-methoxy-phenyl)-5-(4,4,5,5-tetramethyl-[1,3,2]dioxaborolan-2-yl)-1-(2-trimethylsilanyl-ethoxymethyl)-1H-pyrazolo[3,4-b]pyridine), BrC=1C=C(C=CC1)C(C(=O)O)N(C)C(=O)OC(C)(C)C ((3-bromo-phenyl)-(tert-butoxycarbonyl-methyl-amino)-acetic acid), C([O-])([O-])=O.[Na+].[Na+] (sodium carbonate). Reagents/catalysts: C1=CC=C(C=C1)[PH+](C2=CC=CC=C2)[C]3[CH][CH][CH][CH]3.C1=CC=C(C=C1)[PH+](C2=CC=CC=C2)[C]3[CH][CH][CH][CH]3.C(Cl)Cl.Cl[Pd]Cl.[Fe] (Dichloro[1,1′-bis(diphenylphoshino)ferrocene]palladium(II) dichloromethane adduct). Run in C(C)#N (acetonitrile), C1CCOC1 (THF). The product is CN(C)C(C(=O)O)C1=CC(=CC=C1)C=1C=C2C(=NC1)N(N=C2C2=C(C=CC=C2)OC)COCC[Si](C)(C)C (dimethylamino-{3-[3-(2-methoxy-phenyl)-1-(2-trimethylsilanyl-ethoxymethyl)-1H-pyrazolo[3,4-b]pyridin-5-yl]-phenyl}-acetic acid), solid. Isolated yield 48.0%. RXN SMILES: [CH3:1][O:2][C:3]1[CH:8]=[CH:7][CH:6]=[CH:5][C:4]=1[C:9]1[C:17]2[C:12](=[N:13][CH:14]=[C:15](B3OC(C)(C)C(C)(C)O3)[CH:16]=2)[N:11]([CH2:27][O:28][CH2:29][CH2:30][Si:31]([CH3:34])([CH3:33])[CH3:32])[N:10]=1.Br[C:36]1[CH:37]=[C:38]([CH:42]([N:46]([C:48](OC(C)(C)C)=O)[CH3:47])[C:43]([OH:45])=[O:44])[CH:39]=[CH:40][CH:41]=1.C(=O)([O-])[O-].[Na+].[Na+].Cl>C1C=CC([PH+]([C]2[CH][CH][CH][CH]2)C2C=CC=CC=2)=CC=1.C1C=CC([PH+]([C]2[CH][CH][CH][CH]2)C2C=CC=CC=2)=CC=1.C(Cl)Cl.Cl[Pd]Cl.[Fe].C(#N)C.C1COCC1>[CH3:48][N:46]([CH:42]([C:38]1[CH:39]=[CH:40][CH:41]=[C:36]([C:15]2[CH:16]=[C:17]3[C:9]([C:4]4[CH:5]=[CH:6][CH:7]=[CH:8][C:3]=4[O:2][CH3:1])=[N:10][N:11]([CH2:27][O:28][CH2:29][CH2:30][Si:31]([CH3:33])([CH3:32])[CH3:34])[C:12]3=[N:13][CH:14]=2)[CH:37]=1)[C:43]([OH:45])=[O:44])[CH3:47] |f:2.3.4,6.7.8.9.10,^1:66,67,68,69,70,84,85,86,87,88|. Procedure: To a mixture of 3-(2-methoxy-phenyl)-5-(4,4,5,5-tetramethyl-[1,3,2]dioxaborolan-2-yl)-1-(2-trimethylsilanyl-ethoxymethyl)-1H-pyrazolo[3,4-b]pyridine (0.545 g, 1.1 mmol) and (3-bromo-phenyl)-(tert-butoxycarbonyl-methyl-amino)-acetic acid (0.29 g, 1.1 mmol) in a 20 mL microwave reaction flask was added THF (3 mL), acetonitrile (3 mL), and sodium carbonate (1 N in water, 3 mL, 6 mmol). The resulting suspension was purged with nitrogen for 1 minute. Dichloro[1,1′-bis(diphenylphoshino)ferrocene]palla... Starting materials: CS(=O)(=O)OCCc1ccc(C#N)cc1, CC#N, CC(C)OC(=O)N1CC2CNCC(C2)C1, [K+], [K+], N#N, O=C([O-])[O-]. Yields the product CC(C)OC(=O)N1CC2CC(CN(CCc3ccc(C#N)cc3)C2)C1. RXN SMILES: [CH3:16][S:17]([O:18][CH2:21][CH2:22][c:23]1[cH:24][cH:25][c:26]([C:29]#[N:30])[cH:27][cH:28]1)(=[O:19])=[O:20].[CH3:39][C:40]#[N:41].[CH:1]12[CH2:2][N:3]([C:10](=[O:11])[O:12][CH:13]([CH3:14])[CH3:15])[CH2:4][CH:5]([CH2:6][NH:7][CH2:8]1)[CH2:9]2.[K+:31].[K+:32].[N:37]#[N:38].[O-:33][C:34]([O-:35])=[O:36]>>[CH:1]12[CH2:2][N:3]([C:10](=[O:11])[O:12][CH:13]([CH3:14])[CH3:15])[CH2:4][CH:5]([CH2:6][N:7]([CH2:21][CH2:22][c:23]3[cH:24][cH:25][c:26]([C:29]#[N:30])[cH:27][cH:28]3)[CH2:8]1)[CH2:9]2.